This data is from the Open Reaction Database (ORD), a public repository of structured organic reaction records. The task is: describe an organic reaction: reactants, conditions, products, and yield Reactants: B(O)(O)O (Boric acid), C(CC#C)O (3-butyn-1-ol), C(CC(=O)C)(=O)OC.C1(=CC=CC=C1)C (methyl acetoacetate toluene), C(CC(=O)C)(=O)OC (Methyl acetoacetate). Solvent: C1(=CC=CC=C1)C (toluene). Product: O=C(CC(=O)OCCC#C)C (but-3-yn-1-yl 3-oxobutanoate). Isolated yield 71.7%. RXN SMILES: [C:1]([O:7][CH3:8])(=[O:6])[CH2:2][C:3]([CH3:5])=[O:4].B(O)(O)O.[CH2:13](O)[CH2:14][C:15]#C.C(OC)(=O)CC(C)=O.C1(C)C=CC=CC=1>C1(C)C=CC=CC=1>[O:4]=[C:3]([CH3:5])[CH2:2][C:1]([O:7][CH2:8][CH2:15][C:14]#[CH:13])=[O:6] |f:3.4|. Procedure: Methyl acetoacetate (1 g, 8.6 mmol) was dissolved in 40 mL dry toluene. Boric acid (53 mg, 0.86 mmol) and 3-butyn-1-ol (1 g, 14.3 mmol) were added to the methyl acetoacetate/toluene solution under a N2 atmosphere and the mixture was refluxed for 24 hr using a Dean-Stark condenser. Solvents were then removed under reduced pressure. The crude product was purified by flash column chromatography (SiO2, hexane/ethylacetate:15/1) to obtain compound 2 (950 mg, 73% yield), a pale yellow to colorless liq... Reactants: ClC=1C=CC2=C(N=C(S2)S)C1 (5-chloro-2-mercaptobenzothiazole), solution, [OH-].[Na+] (sodium hydroxide), solution, IC (iodomethane). Solvent: CN(C=O)C (dimethylformamide), CN(C=O)C (DMF). Yields the product ClC=1C=CC2=C(N=C(S2)SC)C1 (5-chloro-2-methylthiobenzothiazole). Isolated yield 98.1%. Reaction SMILES: [Cl:1][C:2]1[CH:3]=[CH:4][C:5]2[S:9][C:8]([SH:10])=[N:7][C:6]=2[CH:11]=1.[OH-].[Na+].I[CH3:15]>CN(C)C=O>[Cl:1][C:2]1[CH:3]=[CH:4][C:5]2[S:9][C:8]([S:10][CH3:15])=[N:7][C:6]=2[CH:11]=1 |f:1.2|. Procedure details: With stirring under ice cooling, 2.00 g (9.92 mmols) of 5-chloro-2-mercaptobenzothiazole was added gradually to 10 ml of a solution of 0.24 g (10.00 mmols) of sodium hydroxide in dimethylformamide (DMF). The mixture was dropwise added to 20 ml of a solution of 0.62 ml (9.96 mmols) of iodomethane in 20 ml of DMF with stirring under ice cooling and the mixture was stirred for further 30 minutes under ice cooling. The mixture was concentrated under reduced pressure, and to the residue was added an ... The reactants are CO, O=C(c1cc(C(F)(F)F)cc(C(F)(F)F)c1)N1CCC(N2CCNCC2)CC1Cc1ccccc1, c1ccsc1, O=Cc1cn2ccccc2n1. Yields the product O=C(c1cc(C(F)(F)F)cc(C(F)(F)F)c1)N1CCC(N2CCN(Cc3cn4ccccc4n3)CC2)CC1Cc1ccccc1. As a reaction SMILES: [CH3:52][OH:53].[F:1][C:2]([c:3]1[cH:4][c:5]([C:6](=[O:7])[N:8]2[CH:9]([CH2:20][c:21]3[cH:22][cH:23][cH:24][cH:25][cH:26]3)[CH2:10][CH:11]([N:14]3[CH2:15][CH2:16][NH:17][CH2:18][CH2:19]3)[CH2:12][CH2:13]2)[cH:27][c:28]([C:30]([F:31])([F:32])[F:33])[cH:29]1)([F:34])[F:35].[cH:47]1[cH:48][s:49][cH:50][cH:51]1.[n:36]1[c:37]([CH:45]=[O:46])[cH:38][n:39]2[c:40]1[cH:41][cH:42][cH:43][cH:44]2>>[F:1][C:2]([c:3]1[cH:4][c:5]([C:6](=[O:7])[N:8]2[CH:9]([CH2:20][c:21]3[cH:22][cH:23][cH:24][cH:25][cH:26]3)[CH2:10][CH:11]([N:14]3[CH2:15][CH2:16][N:17]([CH2:45][c:37]4[n:36][c:40]5[n:39]([cH:38]4)[cH:44][cH:43][cH:42][cH:41]5)[CH2:18][CH2:19]3)[CH2:12][CH2:13]2)[cH:27][c:28]([C:30]([F:31])([F:32])[F:33])[cH:29]1)([F:34])[F:35]. The reactants are NC=1C=C(C=C(C1N)C)O (3,4-diamino-5-methylphenol), COCCC(=O)O (3-methoxypropionic acid), [OH-].[Na+] (NaOH). The solvent is CO (methanol). Run at temperature 140 celsius, time 2 hour. Yields the product COCCC1=NC2=C(N1)C=C(C=C2C)O (2-(2-methoxyethyl)-4-methyl-1H-benzo[d]imidazol-6-ol). RXN SMILES: [NH2:1][C:2]1[CH:3]=[C:4]([OH:10])[CH:5]=[C:6]([CH3:9])[C:7]=1[NH2:8].[CH3:11][O:12][CH2:13][CH2:14][C:15](O)=O.[OH-].[Na+]>CO>[CH3:11][O:12][CH2:13][CH2:14][C:15]1[NH:1][C:2]2[CH:3]=[C:4]([OH:10])[CH:5]=[C:6]([CH3:9])[C:7]=2[N:8]=1 |f:2.3|. Procedure details: 0.65 g (4.70 mmol) 3,4-diamino-5-methylphenol were placed in a little methanol and 0.94 mL (10.00 mmol) 3-methoxypropionic acid was added. First the methanol was distilled off and then the mixture was stirred for 2 h at 140° C. The reaction mixture was taken up in DMF/MeOH and purified by chromatography. The fractions containing product were combined and evaporated down i.vac. to leave the aqueous residue. This was neutralised with an aqueous 4M NaOH solution and extracted with ethyl acetate. Th... Starting materials: C(CO)(=O)O (glycolic acid), NCP(O)(O)=O (aminomethylphosphonic acid), C(CC)(=O)O (propionic acid), C(CO)(=O)[O-] (glycolate). Solvent: aqueous solution. Run at temperature 15 celsius, time 5 hour. Product: C(C=O)(=O)[O-] (glyoxylate), C(=O)[O-] (formate), C(C(=O)[O-])(=O)[O-] (oxalate). Reaction SMILES: [C:1]([OH:5])(=[O:4])[CH2:2][OH:3].NCP(=O)(O)[OH:9].[C:12]([OH:16])(=[O:15])CC.[C:17]([O-:21])(=[O:20])[CH2:18][OH:19]>>[C:1]([O-:5])(=[O:4])[CH:2]=[O:3].[CH:12]([O-:16])=[O:15].[C:18]([O-:9])(=[O:19])[C:17]([O-:21])=[O:20]. Procedure: Into a 3 oz. Fischer-Porter glass aerosol reaction vessel was placed a magnetic stirring bar and 10 mL of an aqueous solution containing glycolic acid (0.25M), aminomethylphosphonic acid (AMPA, 0.263M), FMN (0.01 mM), propionic acid (HPLC internal standard, 0.125M), spinach glycolate oxidase (1.0 IU/mL), and soluble Aspergillus niger catalase (1,400 IU/mL) at pH 8.5. The reaction vessel was sealed and the reaction mixture was cooled to 15° C., then the vessel was flushed with oxygen by pressuriz... Starting materials: O (water), [OH-].[K+] (potassium hydroxide), CC1=NC2=CC(=CC=C2C(N1N1C=C(N2C(=CC=3CCC=C(C23)C1=O)OC)C1=CC=CC=C1)=O)C(=O)OC (Methyl 2-methyl-3-(9-methoxy-4-oxo-1-phenyl-3,4,6,7-tetrahydro[1,4]diazepino[6,7,1-hi]indol-3-yl)-4-oxo-3,4-dihydroquinazoline-7-carboxylate). Solvent: C1CCOC1 (THF). Conditions: temperature 22.5 celsius, time 5 hour. The product is CC1=NC2=CC(=CC=C2C(N1N1C=C(N2C(=CC=3CCC=C(C23)C1=O)OC)C1=CC=CC=C1)=O)C(=O)O (2-methyl-3-(9-methoxy-4-oxo-1-phenyl-3,4,6,7-tetrahydro[1,4]diazepino[6,7,1-hi]indol-3-yl)-4-oxo-3,4-dihydroquinazoline-7-carboxylic acid). Reaction SMILES: [CH3:1][C:2]1[N:11]([N:12]2[C:24](=[O:25])[C:22]3[C:23]4[N:15]([C:16]([O:26][CH3:27])=[CH:17][C:18]=4[CH2:19][CH2:20][CH:21]=3)[C:14]([C:28]3[CH:33]=[CH:32][CH:31]=[CH:30][CH:29]=3)=[CH:13]2)[C:10](=[O:34])[C:9]2[C:4](=[CH:5][C:6]([C:35]([O:37]C)=[O:36])=[CH:7][CH:8]=2)[N:3]=1.O.[OH-].[K+]>C1COCC1>[CH3:1][C:2]1[N:11]([N:12]2[C:24](=[O:25])[C:22]3[C:23]4[N:15]([C:16]([O:26][CH3:27])=[CH:17][C:18]=4[CH2:19][CH2:20][CH:21]=3)[C:14]([C:28]3[CH:33]=[CH:32][CH:31]=[CH:30][CH:29]=3)=[CH:13]2)[C:10](=[O:34])[C:9]2[C:4](=[CH:5][C:6]([C:35]([OH:37])=[O:36])=[CH:7][CH:8]=2)[N:3]=1 |f:2.3|. Procedure: 1.3 g of product of Example 2B (2.55 mmol) are dissolved in 55 ml of THF, 18 ml of water containing 0.33 g of potassium hydroxide are added and the mixture is stirred at 20-25° C. for 5 h. Ice is added and the mixture is acidified to pH=5. It is extracted with CH2Cl2. The extracts are purified by chromatography. 0.55 g obtained. Yld: 44%. Decomposition starting at 225° C.—TLC (DM5): Rf=0.1. Reactants: O[C@@H]1C[C@H](N(C1)C([C@H]([C@@H](CC(CCC=C)C)C)NC(OC(C)(C)C)=O)=O)C(N[C@]1([C@@H](C1)C=C)C(NS(=O)(=O)C1(CC1)C)=O)=O (tert-butyl ((2S,3R)-1-((2S,4R)-4-hydroxy-2-(((1R,2S)-1-(((1-methylcyclopropyl)sulfonyl)carbamoyl)-2-vinylcyclopropyl)carbamoyl)pyrrolidin-1-yl)-3,5-dimethyl-1-oxonon-8-en-2-yl)carbamate). Reagents/catalysts: Cl[Ru](=CC1=C(C=CC=C1)OC(C)C)Cl (dichloro(o-isopropoxyphenylmethylene)ruthenium). The solvent is ClCCCl (1,2-dichloroethane). Run at temperature 80 celsius. Product: O[C@@H]1C[C@@H]2N(C([C@H]([C@@H](CC(CC\C=C/[C@H]3[C@](NC2=O)(C3)C(NS(=O)(=O)C3(CC3)C)=O)C)C)NC(OC(C)(C)C)=O)=O)C1 (tert-butyl ((2R,6S,7R,13aS,14aR,16aS,Z)-2-hydroxy-7,9-dimethyl-14a-(((1-methylcyclopropyl)sulfonyl)carbamoyl)-5,16-dioxo-1,2,3,5,6,7,8,9,10,11,13a,14,14a,15,16,16a-hexadecahydrocyclopropa[e]pyrrolo[1,2-a][1,4]diazacyclopentadecin-6-yl)carbamate). Isolated yield 69.5%. Reaction SMILES: [OH:1][C@H:2]1[CH2:6][N:5]([C:7](=[O:26])[C@@H:8]([NH:18][C:19](=[O:25])[O:20][C:21]([CH3:24])([CH3:23])[CH3:22])[C@H:9]([CH3:17])[CH2:10][CH:11]([CH3:16])[CH2:12][CH2:13][CH:14]=[CH2:15])[C@H:4]([C:27](=[O:44])[NH:28][C@:29]2([C:34](=[O:43])[NH:35][S:36]([C:39]3([CH3:42])[CH2:41][CH2:40]3)(=[O:38])=[O:37])[CH2:31][C@H:30]2C=C)[CH2:3]1>ClCCCl.Cl[Ru](Cl)=CC1C=CC=CC=1OC(C)C>[OH:1][C@H:2]1[CH2:6][N:5]2[C:7](=[O:26])[C@@H:8]([NH:18][C:19](=[O:25])[O:20][C:21]([CH3:23])([CH3:22])[CH3:24])[C@H:9]([CH3:17])[CH2:10][CH:11]([CH3:16])[CH2:12][CH2:13][CH:14]=[CH:15][C@@H:30]3[CH2:31][C@@:29]3([C:34](=[O:43])[NH:35][S:36]([C:39]3([CH3:42])[CH2:40][CH2:41]3)(=[O:37])=[O:38])[NH:28][C:27](=[O:44])[C@@H:4]2[CH2:3]1. Reported procedure: A solution of tert-butyl ((2S,3R)-1-((2S,4R)-4-hydroxy-2-(((1R,2S)-1-(((1-methylcyclopropyl)sulfonyl)carbamoyl)-2-vinylcyclopropyl)carbamoyl)pyrrolidin-1-yl)-3,5-dimethyl-1-oxonon-8-en-2-yl)carbamate (8.40 g, 13.2 mmol) in 1,2-dichloroethane (1500 ml) was sparged with nitrogen for 30 min. and then 1,3-Bis-(2,4,6-trimethylphenyl)-2-imidazolidinylidene)dichloro(o-isopropoxyphenylmethylene)ruthenium (“Hoveyda-Grubbs Catalyst 2nd Generation”, 0.413 g, 0.657 mmol) was added. The reaction solution was... The reactants are NC1=CC(=C(C=C1)C1=CN(C=2N=CN=C(C21)N[C@@H](C)C2=NN1C(C(N2C2=CC=CC=C2)=O)=C(C=C1)C)COCC[Si](C)(C)C)OC ((S)-2-(1-((5-(4-Amino-2-methoxyphenyl)-7-((2-(trimethylsilyl)ethoxy)methyl)-7H-pyrrolo[2,3-d]pyrimidin-4-yl)amino)ethyl)-5-methyl-3-phenylpyrrolo[2,1-f][1,2,4]triazin-4(3H)-one), N1=CC=CC=C1 (pyridine), CN(S(=O)(=O)Cl)C (dimethylsulfamoyl chloride). Solvent: O1CCCC1 (tetrahydrofuran). Reaction conditions: temperature 50 celsius, time 8 hour. The product is COC=1C=C(C=CC1C1=CN(C=2N=CN=C(C21)N[C@@H](C)C2=NN1C(C(N2C2=CC=CC=C2)=O)=C(C=C1)C)COCC[Si](C)(C)C)NS(=O)(=O)N(C)C (N′-[3-Methoxy-4-(4-{[(1S)-1-(5-methyl-4-oxo-3-phenyl-3,4-dihydropyrrolo[2,1-f][1,2,4]triazin-2-yl)ethyl]amino}-7-{[2-(trimethylsilyl)ethoxy]methyl}-7H-pyrrolo[2,3-d]pyrimidin-5-yl)phenyl]-N,N-dimethylsulfamide). Isolated yield 74.0%. RXN SMILES: [NH2:1][C:2]1[CH:7]=[CH:6][C:5]([C:8]2[C:16]3[C:15]([NH:17][C@H:18]([C:20]4[N:25]([C:26]5[CH:31]=[CH:30][CH:29]=[CH:28][CH:27]=5)[C:24](=[O:32])[C:23]5=[C:33]([CH3:36])[CH:34]=[CH:35][N:22]5[N:21]=4)[CH3:19])=[N:14][CH:13]=[N:12][C:11]=3[N:10]([CH2:37][O:38][CH2:39][CH2:40][Si:41]([CH3:44])([CH3:43])[CH3:42])[CH:9]=2)=[C:4]([O:45][CH3:46])[CH:3]=1.N1C=CC=CC=1.[CH3:53][N:54]([CH3:59])[S:55](Cl)(=[O:57])=[O:56]>O1CCCC1>[CH3:46][O:45][C:4]1[CH:3]=[C:2]([NH:1][S:55]([N:54]([CH3:59])[CH3:53])(=[O:57])=[O:56])[CH:7]=[CH:6][C:5]=1[C:8]1[C:16]2[C:15]([NH:17][C@H:18]([C:20]3[N:25]([C:26]4[CH:31]=[CH:30][CH:29]=[CH:28][CH:27]=4)[C:24](=[O:32])[C:23]4=[C:33]([CH3:36])[CH:34]=[CH:35][N:22]4[N:21]=3)[CH3:19])=[N:14][CH:13]=[N:12][C:11]=2[N:10]([CH2:37][O:38][CH2:39][CH2:40][Si:41]([CH3:43])([CH3:42])[CH3:44])[CH:9]=1. Procedure: (S)-2-(1-((5-(4-Amino-2-methoxyphenyl)-7-((2-(trimethylsilyl)ethoxy)methyl)-7H-pyrrolo[2,3-d]pyrimidin-4-yl)amino)ethyl)-5-methyl-3-phenylpyrrolo[2,1-f][1,2,4]triazin-4(3H)-one (50 mg, 0.08 mmol) was treated with pyridine (19 μL, 0.23 mmol) and dimethylsulfamoyl chloride (23 mg, 0.16 mmol) in tetrahydrofuran (0.5 ml) according to the method described in Preparation 175 but stirring at 50° C. overnight. The title compound was obtained (76 mg, 74% yield, 57% purity) without further purification.